Dataset: the Open Reaction Database (ORD), a public repository of structured organic reaction records. Task: describe an organic reaction: reactants, conditions, products, and yield Reactants: CCO, COc1nc(C(F)(F)F)cc(CO[Si](C)(C)C(C)(C)C)c1CCNC(c1ccccc1)c1ccccc1, [H][H]. Yields the product COc1nc(C(F)(F)F)cc(CO[Si](C)(C)C(C)(C)C)c1CCN. Reaction SMILES: [CH3:40][CH2:41][OH:42].[CH:1]([c:2]1[cH:3][cH:4][cH:5][cH:6][cH:7]1)([c:8]1[cH:9][cH:10][cH:11][cH:12][cH:13]1)[NH:14][CH2:15][CH2:16][c:17]1[c:18]([O:36][CH3:37])[n:19][c:20]([C:32]([F:33])([F:34])[F:35])[cH:21][c:22]1[CH2:23][O:24][Si:25]([CH3:26])([CH3:27])[C:28]([CH3:29])([CH3:30])[CH3:31].[H:38][H:39]>>[NH2:14][CH2:15][CH2:16][c:17]1[c:18]([O:36][CH3:37])[n:19][c:20]([C:32]([F:33])([F:34])[F:35])[cH:21][c:22]1[CH2:23][O:24][Si:25]([CH3:26])([CH3:27])[C:28]([CH3:29])([CH3:30])[CH3:31]. Starting materials: C(C)OC(=O)C=1C(C2=CC(=CC=C2C1C1=CC=CC=C1)OCCCC1=CC=CC=C1)(C1=CC=CC=C1)O (1-hydroxy-1,3-diphenyl-6-(3-phenyl-propoxy)-1H-indene-2-carboxylic Acid Ethyl Ester), [OH-].[Na+] (sodium hydroxide). Solvent: C1CCOC1 (THF), C(C)O (ethanol). Conditions: time 5 hour. Product: OC1(C(=C(C2=CC=C(C=C12)OCCCC1=CC=CC=C1)C1=CC=CC=C1)C(=O)O)C1=CC=CC=C1 (1-hydroxy-1,3-diphenyl-6-(3-phenyl-propoxy)-1H-indene-2-carboxylic Acid). The yield is 45.0%. As a reaction SMILES: C([O:3][C:4]([C:6]1[C:7]([OH:37])([C:31]2[CH:36]=[CH:35][CH:34]=[CH:33][CH:32]=2)[C:8]2[C:13]([C:14]=1[C:15]1[CH:20]=[CH:19][CH:18]=[CH:17][CH:16]=1)=[CH:12][CH:11]=[C:10]([O:21][CH2:22][CH2:23][CH2:24][C:25]1[CH:30]=[CH:29][CH:28]=[CH:27][CH:26]=1)[CH:9]=2)=[O:5])C.[OH-].[Na+]>C1COCC1.C(O)C>[OH:37][C:7]1([C:31]2[CH:32]=[CH:33][CH:34]=[CH:35][CH:36]=2)[C:8]2[C:13](=[CH:12][CH:11]=[C:10]([O:21][CH2:22][CH2:23][CH2:24][C:25]3[CH:30]=[CH:29][CH:28]=[CH:27][CH:26]=3)[CH:9]=2)[C:14]([C:15]2[CH:16]=[CH:17][CH:18]=[CH:19][CH:20]=2)=[C:6]1[C:4]([OH:5])=[O:3] |f:1.2|. Reported procedure: 1-Hydroxy-1,3-diphenyl-6-(3-phenyl-propoxy)-1H-indene-2-carboxylic acid ethyl ester (200 mg, 0.408 mmol) prepared in Example 7 was dissolved in THF, and an excess amount of sodium hydroxide dissolved in aqueous ethanol was added thereto in such a way not to cause layer separation. The mixture was stirred for 5 hrs at RT, and the pH was adjusted to 3˜4 using 2N hydrochloric acid. The resulting mixture was extracted with ethyl acetate. The organic layer was separated, dried over anhydrous MgSO4 an... Reactants: CC(C(=O)O)(CC(=O)O)C (2,2-dimethylsuccinic acid), P(Cl)(Cl)(Cl)(Cl)Cl (PCl5), [Cl-] (chloride). Product: CC(C(=O)Cl)(CC(=O)Cl)C (2,2-Dimethylsuccinyl dichloride). Isolated yield 67.8%. Reaction SMILES: [CH3:1][C:2]([CH3:10])([CH2:6][C:7](O)=[O:8])[C:3](O)=[O:4].P(Cl)(Cl)(Cl)(Cl)[Cl:12].[Cl-:17]>>[CH3:1][C:2]([CH3:10])([CH2:6][C:7]([Cl:12])=[O:8])[C:3]([Cl:17])=[O:4]. Procedure: 2,2-Dimethylsuccinyl dichloride was prepared by reacting 2,2-dimethylsuccinic acid with PCl5 in the presence of a solvent at 20° C. After the work-up a yellow liquid was obtained which had a purity of 97.5% according to chloride content. The corrected yield was 67.8%. The reactants are C(C(=O)O)(=O)O.C(C)(C)NO (N-isopropylhydroxylamine oxalate), [OH-].[Na+] (sodium hydroxide), C(Cl)Cl (methylene chloride), [OH-].[Na+] (sodium hydroxide), [OH-].[Na+] (sodium hydroxide), BrC(C(=O)Cl)CBr (2,3-dibromopropionyl chloride). Solvent: O (water). Reaction conditions: temperature 0 celsius, time 1 hour. The product is BrC1C(N(OC1)C(C)C)=O (4-bromo-2-isopropyl-3-isoxazolidinone). Isolated yield 63.4%. As a reaction SMILES: C(O)(=O)C(O)=O.[CH:7]([NH:10][OH:11])([CH3:9])[CH3:8].[OH-].[Na+].[Br:14][CH:15]([CH2:19]Br)[C:16](Cl)=[O:17].C(Cl)Cl>O>[Br:14][CH:15]1[CH2:19][O:11][N:10]([CH:7]([CH3:9])[CH3:8])[C:16]1=[O:17] |f:0.1,2.3|. Reported procedure: To a stirred mixture of 6 g (25 mmol) of N-isopropylhydroxylamine oxalate and 1N sodium hydroxide (50 ml) in water (100 ml) cooled to 0° C. there was added 2,3-dibromopropionyl chloride (12.5 g, 50 mmol), followed by the addition of 50 ml of 1N sodium hydroxide. Ten minutes later, 150 ml of methylene chloride and 60 ml of 1N sodium hydroxide were added. The mixture was stirred continuously for one hours following which the organic phase was separated, dried over anhydrous magnesium sulfate and c... Reactants: C(C)(=O)OCC (ethyl acetate), C(O)([O-])=O.[Na+] (sodium hydrogencarbonate), N1=CC(=CC=C1)C(=O)C1=CC=C(C=C1)OCOC (4-methoxymethyloxyphenyl 3-pyridyl ketone). The reagents and catalysts are [Ti](Cl)(Cl)(Cl)Cl (titanium tetrachloride). Run in C(Cl)Cl (methylene chloride), C(Cl)Cl (methylene chloride). Run at temperature 0 celsius, time 2 hour. Product: N1=CC(=CC=C1)C(=O)C1=CC=C(C=C1)O (4-hydroxyphenyl 3-pyridyl ketone). RXN SMILES: [N:1]1[CH:6]=[CH:5][CH:4]=[C:3]([C:7]([C:9]2[CH:14]=[CH:13][C:12]([O:15]COC)=[CH:11][CH:10]=2)=[O:8])[CH:2]=1.C(=O)([O-])O.[Na+].C(OCC)(=O)C>C(Cl)Cl.[Ti](Cl)(Cl)(Cl)Cl>[N:1]1[CH:6]=[CH:5][CH:4]=[C:3]([C:7]([C:9]2[CH:14]=[CH:13][C:12]([OH:15])=[CH:11][CH:10]=2)=[O:8])[CH:2]=1 |f:1.2|. Reported procedure: To 2.01 g of the thus obtained 4-methoxymethyloxyphenyl 3-pyridyl ketone which has been dissolved in 35 ml of methylene chloride and cooled down to 0° C. was added dropwise 2.01 g of titanium tetrachloride dissolved in 35 ml of methylene chloride. After 2 hours of stirring at room temperature, the resulting reaction mixture was neutralized with saturated sodium hydrogencarbonate solution and mixed with 200 ml of ethyl acetate to separate the organic layer and to extract the water layer with ethy...